From a dataset of the Open Reaction Database (ORD), a public repository of structured organic reaction records. describe an organic reaction: reactants, conditions, products, and yield Reactants: ClCCCl, Cc1nc(NN)c(F)c(N2CCN(C)CC2C)n1, CN1CCOCC1, CN(C)C=O, CCOCC, CCN(C(C)C)C(C)C, O=CN(CC(CC1CCCC1)C(=O)O)OCc1ccccc1, CC(C)O, On1nnc2cccnc21. The product is Cc1nc(NNC(=O)C(CC2CCCC2)CN(C=O)OCc2ccccc2)c(F)c(N2CCN(C)CC2C)n1. Reaction SMILES: [CH2:71]([Cl:72])[CH2:73][Cl:74].[CH3:1][CH:2]1[N:3]([c:9]2[n:10][c:11]([CH3:18])[n:12][c:13]([NH:16][NH2:17])[c:14]2[F:15])[CH2:4][CH2:5][N:6]([CH3:8])[CH2:7]1.[CH3:54][N:55]1[CH2:56][CH2:57][O:58][CH2:59][CH2:60]1.[CH3:75][N:76]([CH3:77])[CH:78]=[O:79].[CH3:80][CH2:81][O:82][CH2:83][CH3:84].[CH:19]([N:20]([CH:21]([CH3:22])[CH3:23])[CH2:24][CH3:25])([CH3:26])[CH3:27].[CH:28]1([CH2:33][CH:34]([C:35](=[O:36])[OH:37])[CH2:38][N:39]([O:40][CH2:41][c:42]2[cH:43][cH:44][cH:45][cH:46][cH:47]2)[CH:48]=[O:49])[CH2:29][CH2:30][CH2:31][CH2:32]1.[CH:50]([OH:51])([CH3:52])[CH3:53].[OH:61][n:62]1[c:63]2[n:64][cH:65][cH:66][cH:67][c:68]2[n:69][n:70]1>>[CH3:1][CH:2]1[N:3]([c:9]2[n:10][c:11]([CH3:18])[n:12][c:13]([NH:16][NH:17][C:35]([CH:34]([CH2:33][CH:28]3[CH2:29][CH2:30][CH2:31][CH2:32]3)[CH2:38][N:39]([O:40][CH2:41][c:42]3[cH:43][cH:44][cH:45][cH:46][cH:47]3)[CH:48]=[O:49])=[O:36])[c:14]2[F:15])[CH2:4][CH2:5][N:6]([CH3:8])[CH2:7]1.